From a dataset of the Open Reaction Database (ORD), a public repository of structured organic reaction records. describe an organic reaction: reactants, conditions, products, and yield The reactants are COC(=O)c1ccc(NC(=O)OC(C)(C)C)cn1, C#CCBr. Product: C#CCN(C(=O)OC(C)(C)C)c1ccc(C(=O)OC)nc1. As a reaction SMILES: [C:1]([CH3:2])([CH3:3])([CH3:4])[O:5][C:6](=[O:7])[NH:8][c:9]1[cH:10][cH:11][c:12]([C:15](=[O:16])[O:17][CH3:18])[n:13][cH:14]1.[CH2:19]([C:20]#[CH:21])[Br:22]>>[C:1]([CH3:2])([CH3:3])([CH3:4])[O:5][C:6](=[O:7])[N:8]([c:9]1[cH:10][cH:11][c:12]([C:15](=[O:16])[O:17][CH3:18])[n:13][cH:14]1)[CH2:21][C:20]#[CH:19]. Reactants: [Br-], CC(C)(C)c1nc2c([nH]1)CCC2=O, Cc1ccccc1, CCCC[N+](CCCC)(CCCC)CCCC, [Cl-], Clc1ccc(CBr)cc1, [NH4+], [Na+], [OH-]. The product is CC(C)(C)c1nc2c(n1Cc1ccc(Cl)cc1)C(=O)CC2. RXN SMILES: [Br-:32].[CH3:1][C:2]([CH3:3])([CH3:4])[c:5]1[n:6][c:7]2[c:8]([nH:9]1)[CH2:10][CH2:11][C:12]2=[O:13].[CH3:23][c:24]1[cH:25][cH:26][cH:27][cH:28][cH:29]1.[CH3:33][CH2:34][CH2:35][CH2:36][N+:37]([CH2:38][CH2:39][CH2:40][CH3:41])([CH2:42][CH2:43][CH2:44][CH3:45])[CH2:46][CH2:47][CH2:48][CH3:49].[Cl-:30].[Cl:14][c:15]1[cH:16][cH:17][c:18]([CH2:19][Br:20])[cH:21][cH:22]1.[NH4+:31].[Na+:51].[OH-:50]>>[CH3:1][C:2]([CH3:3])([CH3:4])[c:5]1[n:6]([CH2:19][c:18]2[cH:17][cH:16][c:15]([Cl:14])[cH:22][cH:21]2)[c:7]2[c:8]([n:9]1)[CH2:10][CH2:11][C:12]2=[O:13]. The reactants are C(=C)C1=CC2=CC=CC=C2C=C1 (2-vinylnaphthalene), mixture, ClCC=CC1=CC=CC=C1 (chloromethylstyrene). The product is 10, ClCC=CC1=CC=CC=C1.C(=C)C1=CC2=CC=CC=C2C=C1 (chloromethylstyrene 2-vinylnaphthalene). Isolated yield 100.0%. RXN SMILES: [Cl:1][CH2:2][CH:3]=[CH:4][C:5]1[CH:10]=[CH:9][CH:8]=[CH:7][CH:6]=1.[CH:11]([C:13]1[CH:22]=[CH:21][C:20]2[C:15](=[CH:16][CH:17]=[CH:18][CH:19]=2)[CH:14]=1)=[CH2:12]>>[Cl:1][CH2:2][CH:3]=[CH:4][C:5]1[CH:10]=[CH:9][CH:8]=[CH:7][CH:6]=1.[CH:11]([C:13]1[CH:22]=[CH:21][C:20]2[C:15](=[CH:16][CH:17]=[CH:18][CH:19]=2)[CH:14]=1)=[CH2:12] |f:2.3|. Reported procedure: Four different polymer particles were prepared containing different proportions of monomers in the shell as shown in Table 7. Each preparation began with 50 mL of latex from Example 6A and 1 g of a mixture of chloromethylstyrene and 2-vinylnaphthalene in the appropriate ratio to produce 10, 30, 70, and 100 percent (w/w) chloromethylstyrene/2-vinylnaphthalene shells (lots 6.1, 6.2, 6.3, and 6.4, respectively, the latex from Example 6A having been designated as 6.0). For each preparation, 50 mg of...